This data is from the Open Reaction Database (ORD), a public repository of structured organic reaction records. The task is: describe an organic reaction: reactants, conditions, products, and yield The reactants are O=C([O-])O, Cc1cc(Cl)c2cccc(C)c2n1, CCO, [Na+], O, c1nc[nH]n1. Yields the product Cc1cc(-n2cncn2)c2cccc(C)c2n1. As a reaction SMILES: [C:19](=[O:20])([OH:21])[O-:22].[CH3:1][c:2]1[n:3][c:4]2[c:5]([CH3:13])[cH:6][cH:7][cH:8][c:9]2[c:10]([Cl:12])[cH:11]1.[CH3:24][CH2:25][OH:26].[Na+:23].[OH2:27].[nH:14]1[n:15][cH:16][n:17][cH:18]1>>[CH3:1][c:2]1[n:3][c:4]2[c:5]([CH3:13])[cH:6][cH:7][cH:8][c:9]2[c:10](-[n:14]2[n:15][cH:16][n:17][cH:18]2)[cH:11]1.